From a dataset of the Open Reaction Database (ORD), a public repository of structured organic reaction records. describe an organic reaction: reactants, conditions, products, and yield Starting materials: [Br-], [Br-], CCCC[Sn](CCCC)(CCCC)c1ncccn1, C1CCOC1, [Cl-], CC12Cn3cnc(-c4ccc(F)cc4)c3C=C1CCCC2C=O, [Li]CCCC, [Mg+2], [NH4+]. The product is CC12Cn3cnc(-c4ccc(F)cc4)c3C=C1CCCC2C(O)c1ncccn1. As a reaction SMILES: [Br-:25].[Br-:27].[CH2:1]([Sn:2]([CH2:3][CH2:4][CH2:5][CH3:12])([c:6]1[n:7][cH:8][cH:9][cH:10][n:11]1)[CH2:13][CH2:14][CH2:15][CH3:16])[CH2:17][CH2:18][CH3:19].[CH2:53]1[O:54][CH2:55][CH2:56][CH2:57]1.[Cl-:51].[F:28][c:29]1[cH:30][cH:31][c:32](-[c:35]2[n:36][cH:37][n:38]3[c:47]2[CH:46]=[C:45]2[C:40]([CH3:50])([CH2:39]3)[CH:41]([CH:48]=[O:49])[CH2:42][CH2:43][CH2:44]2)[cH:33][cH:34]1.[Li:20][CH2:21][CH2:22][CH2:23][CH3:24].[Mg+2:26].[NH4+:52]>>[c:6]1([CH:48]([CH:41]2[C:40]3([CH3:50])[CH2:39][n:38]4[cH:37][n:36][c:35](-[c:32]5[cH:31][cH:30][c:29]([F:28])[cH:34][cH:33]5)[c:47]4[CH:46]=[C:45]3[CH2:44][CH2:43][CH2:42]2)[OH:49])[n:7][cH:8][cH:9][cH:10][n:11]1. Reactants: C1COCCN1, CCN(C(C)C)C(C)C, O=C([O-])c1cc2nccc(Cl)c2s1, ClCCl, O=C(Cl)C(=O)Cl, [Li+], CN(C)C=O. Yields the product O=C(c1cc2nccc(Cl)c2s1)N1CCOCC1. RXN SMILES: [CH2:15]1[CH2:16][O:17][CH2:18][CH2:19][NH:20]1.[CH2:21]([N:22]([CH:23]([CH3:24])[CH3:25])[CH:26]([CH3:27])[CH3:28])[CH3:29].[Cl:1][c:2]1[c:3]2[c:4]([n:5][cH:6][cH:7]1)[cH:8][c:9]([C:11](=[O:12])[O-:13])[s:10]2.[Cl:30][CH2:31][Cl:32].[Cl:38][C:39]([C:40]([Cl:41])=[O:42])=[O:43].[Li+:14].[O:33]=[CH:34][N:35]([CH3:36])[CH3:37]>>[Cl:1][c:2]1[c:3]2[c:4]([n:5][cH:6][cH:7]1)[cH:8][c:9]([C:11](=[O:13])[N:20]1[CH2:15][CH2:16][O:17][CH2:18][CH2:19]1)[s:10]2. Reactants: N1=CC=CC=C1 (pyridine), C1(=CC=C(C=C1)S(=O)(=O)Cl)C (Toluene-p-sulphonyl chloride), α-hydroxybenzyl polystyrene, CC(=O)C.CC1([S@@]([C@H]2N([C@H]1C(=O)O)C([C@H]2NC(CC2=CC=CC=C2)=O)=O)=O)C ((1S, 3S, 5R,6R)-2,2-dimethyl-6-phenylacetamidopenam-3-carboxylic acid 1-oxide acetone), CC(=O)C (acetone). Run in C(Cl)Cl (methylene chloride). Run at time 4 hour. The product is ester, CC1([S@@]([C@H]2N([C@H]1C(=O)O)C([C@H]2NC(CC2=CC=CC=C2)=O)=O)=O)C ((1S, 3S, 5R, 6R)-2,2-dimethyl-6-phenylacetamidopenam-3-carboxylic acid 1-oxide). Isolated yield 114.0%. Reaction SMILES: CC(C)=O.[CH3:5][C:6]1([CH3:28])[C@H:10]([C:11]([OH:13])=[O:12])[N:9]2[C:14](=[O:26])[C@@H:15]([NH:16][C:17](=[O:25])[CH2:18][C:19]3[CH:24]=[CH:23][CH:22]=[CH:21][CH:20]=3)[C@H:8]2[S@:7]1=[O:27].C1(C)C=CC(S(Cl)(=O)=O)=CC=1.N1C=CC=CC=1.CC(C)=O>C(Cl)Cl>[CH3:5][C:6]1([CH3:28])[C@H:10]([C:11]([OH:13])=[O:12])[N:9]2[C:14](=[O:26])[C@@H:15]([NH:16][C:17](=[O:25])[CH2:18][C:19]3[CH:20]=[CH:21][CH:22]=[CH:23][CH:24]=3)[C@H:8]2[S@:7]1=[O:27] |f:0.1|. Reported procedure: A suspension of α-hydroxybenzyl polystyrene - 2% divinylbenzene coplymer [(10.0g., 0.029 mole) prepared according to the method G. L. Southard et al; Tetrahedron 1971, 27, 2701] in methylene chloride (50 ml.) was stirred for 1 hour at room temperature (18°-21°) to swell the polymer. To the suspension cooled to 5° was added (1S, 3S, 5R,6R)-2,2-dimethyl-6-phenylacetamidopenam-3-carboxylic acid 1-oxide acetone solvate (20.40 g., 0.05 mole), followed by Toluene-p-sulphonyl chloride (14.30g., 0.075 m... Procedure details: Following the procedure of Preparation 2, but using p-nitrobenzyl 2-[3-(1-t-butyldimethylsilyloxyethyl)-4-methylthio-2-azetidinon-1-yl]-2-hydroxyacetate (470 mg), 2,6-lutidine (168 μl) and thionyl chloride (85 μl) and purifying the product by silica gel column chromatography eluted with methylene chloride, there were obtained 450 mg of the desired compound as an oil. RXN SMILES: [Si:1]([O:8][CH:9]([CH:11]1[CH:14]([S:15][CH3:16])[N:13]([CH:17](O)[C:18]([O:20][CH2:21][C:22]2[CH:27]=[CH:26][C:25]([N+:28]([O-:30])=[O:29])=[CH:24][CH:23]=2)=[O:19])[C:12]1=[O:32])[CH3:10])([C:4]([CH3:7])([CH3:6])[CH3:5])([CH3:3])[CH3:2].N1C(C)=CC=CC=1C.S(Cl)([Cl:43])=O>>[Si:1]([O:8][CH:9]([CH:11]1[CH:14]([S:15][CH3:16])[N:13]([CH:17]([Cl:43])[C:18]([O:20][CH2:21][C:22]2[CH:27]=[CH:26][C:25]([N+:28]([O-:30])=[O:29])=[CH:24][CH:23]=2)=[O:19])[C:12]1=[O:32])[CH3:10])([C:4]([CH3:7])([CH3:6])[CH3:5])([CH3:3])[CH3:2]. Reactants: [Si](C)(C)(C(C)(C)C)OC(C)C1C(N(C1SC)C(C(=O)OCC1=CC=C(C=C1)[N+](=O)[O-])O)=O (p-nitrobenzyl 2-[3-(1-t-butyldimethylsilyloxyethyl)-4-methylthio-2-azetidinon-1-yl]-2-hydroxyacetate), N1=C(C=CC=C1C)C (2,6-lutidine), S(=O)(Cl)Cl (thionyl chloride). The product is [Si](C)(C)(C(C)(C)C)OC(C)C1C(N(C1SC)C(C(=O)OCC1=CC=C(C=C1)[N+](=O)[O-])Cl)=O (p-Nitrobenzyl 2-[3-(1-t-butyldimethylsilyloxyethyl)-4-methylthio-2-azetidinon-1-yl]-2-chloroacetate). Starting materials: Oc1ccccc1Br, O=Cc1cc(Br)ccc1F, O=C([O-])[O-], CCOC(C)=O, [K+], [K+]. Yields the product O=Cc1cc(Br)ccc1Oc1ccccc1Br. Reaction SMILES: [Br:11][c:12]1[c:13]([OH:18])[cH:14][cH:15][cH:16][cH:17]1.[Br:1][c:2]1[cH:3][cH:4][c:5]([F:10])[c:6]([CH:7]=[O:8])[cH:9]1.[C:19](=[O:20])([O-:21])[O-:22].[CH3:25][CH2:26][O:27][C:28](=[O:29])[CH3:30].[K+:23].[K+:24]>>[Br:1][c:2]1[cH:3][cH:4][c:5]([O:18][c:13]2[c:12]([Br:11])[cH:17][cH:16][cH:15][cH:14]2)[c:6]([CH:7]=[O:8])[cH:9]1. The reactants are O (water), CN(C)C1=NC=CC=C1 (dimethylaminopyridine), C(C)(=O)OC(C)=O (acetic anhydride), NC1=CC=C(CN2C(=NC(=C2SC2=CC(=CC(=C2)Cl)Cl)C(C)C)CO)C=C1 (1-(p-aminobenzyl)-5-(3,5-dichlorophenylthio)-2-hydroxymethyl-4-isopropyl-1H-imidazole). The solvent is C(Cl)Cl (methylene chloride). Run at time 1 hour. Product: C(C)(=O)OCC=1N(C(=C(N1)C(C)C)SC1=CC(=CC(=C1)Cl)Cl)CC1=CC=C(C=C1)NC(C)=O (2-acetoxymethyl-1-(p-N-acetylaminobenzyl)-5-(3,5-dichlorophenylthio)-4-isopropyl-1H-imidazole). Isolated yield 19.0%. RXN SMILES: [NH2:1][C:2]1[CH:27]=[CH:26][C:5]([CH2:6][N:7]2[C:11]([S:12][C:13]3[CH:18]=[C:17]([Cl:19])[CH:16]=[C:15]([Cl:20])[CH:14]=3)=[C:10]([CH:21]([CH3:23])[CH3:22])[N:9]=[C:8]2[CH2:24][OH:25])=[CH:4][CH:3]=1.CN([C:31]1[CH:36]=CC=CN=1)C.[C:37](OC(=O)C)(=[O:39])[CH3:38].[OH2:44]>C(Cl)Cl>[C:37]([O:25][CH2:24][C:8]1[N:7]([CH2:6][C:5]2[CH:26]=[CH:27][C:2]([NH:1][C:36](=[O:44])[CH3:31])=[CH:3][CH:4]=2)[C:11]([S:12][C:13]2[CH:18]=[C:17]([Cl:19])[CH:16]=[C:15]([Cl:20])[CH:14]=2)=[C:10]([CH:21]([CH3:23])[CH3:22])[N:9]=1)(=[O:39])[CH3:38]. Procedure details: In methylene chloride was dissolved 200 mg of 1-(p-aminobenzyl)-5-(3,5-dichlorophenylthio)-2-hydroxymethyl-4-isopropyl-1H-imidazole (104a), there were added 116 mg of dimethylaminopyridine and 212 μl of acetic anhydride under ice-cooling, and the mixture was allowed to warm up to room temperature and stirred for 1 hour. After completion of the reaction, the mixture was diluted with water, extracted with methylene chloride, the extract was dried over sodium sulfate, and the solvent was distilled ...